From a dataset of the Open Reaction Database (ORD), a public repository of structured organic reaction records. describe an organic reaction: reactants, conditions, products, and yield The reactants are C(CC1=CC=CC=C1)N (phenethylamine), C(C1=CC=CC=C1)OC1=C2C=C(N(C2=CC=C1)C)C(=O)O (4-benzyloxy-1-methyl-1H-indole-2-carboxylic acid), CN(C)C(=[N+](C)C)ON1C2=C(C=CC=C2)N=N1.[B-](F)(F)(F)F (TBTU), C=1C=CC2=C(C1)N=NN2O (HOBt), CCN(C(C)C)C(C)C (DIEA). The solvent is CN(C)C=O (DMF). Reaction conditions: time 5 minute. The product is C(CC1=CC=CC=C1)NC(=O)CC=1N(C2=CC=CC(=C2C1)OCC1=CC=CC=C1)C (N-phenethyl 4-benzyloxy-1-methyl-1H-indole-2-carboxyamide). As a reaction SMILES: [CH2:1]([O:8][C:9]1[CH:17]=[CH:16][CH:15]=[C:14]2[C:10]=1[CH:11]=[C:12]([C:19](O)=O)[N:13]2[CH3:18])[C:2]1[CH:7]=[CH:6][CH:5]=[CH:4][CH:3]=1.CN([C:25]([O:29]N1N=NC2C=CC=CC1=2)=[N+](C)C)C.[B-](F)(F)(F)F.C1C=CC2N(O)N=NC=2C=1.CCN(C(C)C)C(C)C.[CH2:63]([NH2:71])[CH2:64][C:65]1[CH:70]=[CH:69][CH:68]=[CH:67][CH:66]=1>CN(C=O)C>[CH2:63]([NH:71][C:25]([CH2:19][C:12]1[N:13]([CH3:18])[C:14]2[C:10]([CH:11]=1)=[C:9]([O:8][CH2:1][C:2]1[CH:3]=[CH:4][CH:5]=[CH:6][CH:7]=1)[CH:17]=[CH:16][CH:15]=2)=[O:29])[CH2:64][C:65]1[CH:70]=[CH:69][CH:68]=[CH:67][CH:66]=1 |f:1.2|. Procedure details: To a solution of 4-benzyloxy-1-methyl-1H-indole-2-carboxylic acid (0.20 g) in DMF (10 mL) was added TBTU (0.23 g), HOBt (0.11 g) and DIEA (0.27 mL). After 5 min., phenethylamine (0.11 mL) was added and stirring was continued overnight under nitrogen at room temperature. The residue remaining after DMF evaporation was dissolved in EtOAc; washed with dilute HCl, saturated NaHCO3, and brine; dried over MgSO4; and concentrated at reduced pressure to give the intermediate product N-phenethyl 4-benzyl...